From a dataset of the Open Reaction Database (ORD), a public repository of structured organic reaction records. describe an organic reaction: reactants, conditions, products, and yield Reactants: [K+].[K+].C1=C(C=CC2=CC(=CC=C12)C(=O)[O-])C(=O)[O-] (2,6-naphthalenedicarboxylic acid dipotassium salt), [K+].C1=C(C=CC2=CC(=CC=C12)C(=O)O)C(=O)[O-] (2,6-naphthalenedicarboxylic acid monopotassium salt), C1(=CC=CC=C1)C(=O)O (benzenecarboxylic acid). Solvent: O (water). Product: C1=C(C=CC2=CC(=CC=C12)C(=O)O)C(=O)O (2,6-naphthalenedicarboxylic acid). As a reaction SMILES: [K+].[K+].[CH:3]1[C:12]2[C:7](=[CH:8][C:9]([C:13]([O-:15])=[O:14])=[CH:10][CH:11]=2)[CH:6]=[CH:5][C:4]=1[C:16]([O-:18])=[O:17].[K+].C1C2C(=CC(C(O)=O)=CC=2)C=CC=1C([O-])=O.C1(C(O)=O)C=CC=CC=1>O>[CH:3]1[C:12]2[C:7](=[CH:8][C:9]([C:13]([OH:15])=[O:14])=[CH:10][CH:11]=2)[CH:6]=[CH:5][C:4]=1[C:16]([OH:18])=[O:17] |f:0.1.2,3.4|. Procedure details: reacting at least one of 2,6-naphthalenedicarboxylic acid dipotassium salt and 2,6-naphthalenedicarboxylic acid monopotassium salt with a benzenecarboxylic acid of the formula ##STR6## wherein m is an integer from 1 to 6, n is an integer from 0 to 5, and m+ n is 1 to 6, in the presence of water at a temperature of 0°-200° C. to yield solid 2,6-naphthalenedicarboxylic acid and an aqueous solution of a benzenecarboxylic acid potassium salt of the formula ##STR7## b) separating the solid 2,6-naphth... Run at time 48 hour. The solvent is C(Cl)Cl (DCM), CCOCC (ether), CO (MeOH). Yields the product C(C1=CC=CC=C1)(C1=CC=CC=C1)(C1=CC=CC=C1)N[C@@H](CO)CC ((R)-2-(Trityl-amino)-butan-1-ol). Reaction SMILES: [NH2:1][C@H:2]([CH2:5][CH3:6])[CH2:3][OH:4].CCN(C(C)C)C(C)C.[C:16](Cl)([C:29]1[CH:34]=[CH:33][CH:32]=[CH:31][CH:30]=1)([C:23]1[CH:28]=[CH:27][CH:26]=[CH:25][CH:24]=1)[C:17]1[CH:22]=[CH:21][CH:20]=[CH:19][CH:18]=1.CCCCCC>C(Cl)Cl.CO.CCOCC>[C:16]([NH:1][C@H:2]([CH2:5][CH3:6])[CH2:3][OH:4])([C:17]1[CH:22]=[CH:21][CH:20]=[CH:19][CH:18]=1)([C:29]1[CH:30]=[CH:31][CH:32]=[CH:33][CH:34]=1)[C:23]1[CH:24]=[CH:25][CH:26]=[CH:27][CH:28]=1. Procedure details: To a stirred solution of (R)-(−)-2-aminobutan-1-ol (10 g, 1 eq, 112.18 mmol) in DCM (500 mL) under an argon atmosphere at room temperature, was added DIEA (30 mL, 1.54 eq, 172.22 mmol) followed by trityl chloride (35.4 mL, 1.13 eq, 126.98 mmol). The reaction mixture was stirred at room temperature for 48 h, when TLC (hexane:ether:MeOH; 55:40:5) indicated that the reaction had gone to completion. The solvent was evaporated in vacuo and the residue precipitated from acetone (50 mL) with hexane (90... Starting materials: N[C@@H](CO)CC ((R)-(−)-2-aminobutan-1-ol), CCN(C(C)C)C(C)C (DIEA), CCCCCC (hexane), C(C1=CC=CC=C1)(C1=CC=CC=C1)(C1=CC=CC=C1)Cl (trityl chloride).